From a dataset of the Open Reaction Database (ORD), a public repository of structured organic reaction records. describe an organic reaction: reactants, conditions, products, and yield Starting materials: ClCCl, O=C(O)Cc1ccc2c3ccccc3n(Cc3ccccc3)c2c1, CS(N)(=O)=O, O=C(Cl)C(=O)Cl, O, c1ccncc1. Product: CS(=O)(=O)NC(=O)Cc1ccc2c3ccccc3n(Cc3ccccc3)c2c1. Reaction SMILES: [CH2:42]([Cl:43])[Cl:44].[CH2:7]([c:8]1[cH:9][cH:10][cH:11][cH:12][cH:13]1)[n:14]1[c:15]2[cH:16][cH:17][cH:18][cH:19][c:20]2[c:21]2[cH:22][cH:23][c:24]([CH2:27][C:28](=[O:29])[OH:30])[cH:25][c:26]12.[CH3:37][S:38](=[O:39])(=[O:40])[NH2:41].[Cl:1][C:2]([C:3]([Cl:4])=[O:5])=[O:6].[OH2:45].[cH:31]1[cH:32][cH:33][n:34][cH:35][cH:36]1>>[CH2:7]([c:8]1[cH:9][cH:10][cH:11][cH:12][cH:13]1)[n:14]1[c:15]2[cH:16][cH:17][cH:18][cH:19][c:20]2[c:21]2[cH:22][cH:23][c:24]([CH2:27][C:28](=[O:29])[NH:41][S:38]([CH3:37])(=[O:39])=[O:40])[cH:25][c:26]12. The reactants are CO (methanol), [OH-].[Na+] (sodium hydroxide), COC1=CC=C2CCC(OC2=C1)CNCCCOC=1C=NC2=CC=CC=C2C1 (3-[(7-methoxy-chroman-2-ylmethyl-amino]-propanoxy}-quinoline). The solvent is C(Cl)Cl (methylene chloride), Br (HBr). Yields the product OC1=CC=C2CCC(OC2=C1)CNCCCOC=1C=NC2=CC=CC=C2C1 (3-[(7-Hydroxy-chroman-2-ylmethyl-amino]-propanoxy}-quinoline). The yield is 64.5%. Reaction SMILES: C[O:2][C:3]1[CH:12]=[C:11]2[C:6]([CH2:7][CH2:8][CH:9]([CH2:13][NH:14][CH2:15][CH2:16][CH2:17][O:18][C:19]3[CH:20]=[N:21][C:22]4[C:27]([CH:28]=3)=[CH:26][CH:25]=[CH:24][CH:23]=4)[O:10]2)=[CH:5][CH:4]=1.[OH-].[Na+].CO>Br.C(Cl)Cl>[OH:2][C:3]1[CH:12]=[C:11]2[C:6]([CH2:7][CH2:8][CH:9]([CH2:13][NH:14][CH2:15][CH2:16][CH2:17][O:18][C:19]3[CH:20]=[N:21][C:22]4[C:27]([CH:28]=3)=[CH:26][CH:25]=[CH:24][CH:23]=4)[O:10]2)=[CH:5][CH:4]=1 |f:1.2|. Procedure details: A solution of 7-{3-[(7-methoxy-chroman-2-ylmethyl-amino]-propanoxy}-quinoline (2.19 g, 5.7 mmol) in 48% aqueous HBr was heated to reflux for 3 hours. The reaction mixture was then allowed to cool to room temperature and basified with 1N sodium hydroxide until pH 12. The basic reaction mixture was extracted with ethyl acetate (2×100 mL), dried over anhydrous magnesium sulfate, filtered, and the solvent removed under vacuum. Chromatography (7% methanol in methylene chloride containing 1% ammonium ...